This data is from the Open Reaction Database (ORD), a public repository of structured organic reaction records. The task is: describe an organic reaction: reactants, conditions, products, and yield Starting materials: COC(=O)C1=NC=NC=C1 (methyl-4-pyrimidinecarboxylate), C1(CC1)C(=O)C (cyclopropylmethyl ketone), C[O-].[Na+] (sodium methoxide). Solvent: C1=CC=CC=C1 (benzene). Yields the product C1(CC1)C(CC(=O)C1=NC=NC=C1)=O (1-Cyclopropyl-3-(4-pyrimidinyl)-1,3-propanedione). Reaction SMILES: CO[C:3]([C:5]1[CH:10]=[CH:9][N:8]=[CH:7][N:6]=1)=[O:4].[CH:11]1([C:14]([CH3:16])=[O:15])[CH2:13][CH2:12]1.C[O-].[Na+]>C1C=CC=CC=1>[CH:11]1([C:14](=[O:15])[CH2:16][C:3]([C:5]2[CH:10]=[CH:9][N:8]=[CH:7][N:6]=2)=[O:4])[CH2:13][CH2:12]1 |f:2.3|. Procedure: A stirred mixture of 1.4 g. of methyl-4-pyrimidinecarboxylate, 1.7 g. of cyclopropylmethyl ketone, 1.2 g. of sodium methoxide and 40 ml. of benzene is heated under reflux for 4 hours. The mixture is diluted with 40 ml. of water and the benzene phase is removed. The aqueous mixture is made weakly acidic with dilute hydrochloric acid and extracted with chloroform. The cloroform solution is dried over magnesium sulfate and concentrated under reduced pressure to give light brown crystals, which are ... Starting materials: C(=O)(OC(C)(C)C)N1CCC(C(=O)O)CC1 (N-Boc isonipecotic acid). Solvent: C1CCOC1 (THF), C1CCOC1 (THF). Reaction conditions: time 8 hour. Yields the product C(C)(C)(C)OC(=O)N1CCC(CC1)CO (1-(t-Butoxycarbonyl)-4-hydroxymethylpiperidine). Yield: 103.4%. RXN SMILES: [C:1]([N:8]1[CH2:16][CH2:15][CH:11]([C:12](O)=[O:13])[CH2:10][CH2:9]1)([O:3][C:4]([CH3:7])([CH3:6])[CH3:5])=[O:2]>C1COCC1>[C:4]([O:3][C:1]([N:8]1[CH2:16][CH2:15][CH:11]([CH2:12][OH:13])[CH2:10][CH2:9]1)=[O:2])([CH3:7])([CH3:6])[CH3:5]. Reported procedure: A solution of 25.03 g (109.2 mmole) N-Boc isonipecotic acid was dissolved in 200 mL THF and treated with 200 mL 1 M borane-tetrahydrofuran complex in THF, and the mixture was stirred overnight. The mixture was concentrated under vacuum, diluted with 750 mL ethyl acetate, and washed with 150 mL 1 N HCl (6×) and then saturated brine. The organic layer was dried over sodium sulfate and concentrated to give 24.3 g of crude product as a white solid. This was used as is in the next step. Reaction SMILES: [CH2:1]([CH3:2])[O:3][CH:4]([CH3:5])[O:6][c:7]1[cH:8][cH:9][c:10]([C:11](=[O:12])[OH:13])[cH:14][cH:15]1.[O:20]1[CH2:21][CH2:22][O:23][CH2:24][CH2:25]1.[S:16]([Cl:17])([Cl:18])=[O:19]>>[CH2:1]([CH3:2])[O:3][CH:4]([CH3:5])[O:6][c:7]1[cH:8][cH:9][c:10]([C:11](=[O:12])[Cl:18])[cH:14][cH:15]1. Reactants: CCOC(C)Oc1ccc(C(=O)O)cc1, C1COCCO1, O=S(Cl)Cl. Yields the product CCOC(C)Oc1ccc(C(=O)Cl)cc1. The reactants are C(=O)C1=CC=C(S1)C=1SC(=CC1)C=1SC=CC1 (5-formyl-2,2':5',2"-terthiophene), O (water), C(C)(=O)OCC (ethyl acetate), ethyl Grignard reagent. The solvent is C1CCOC1 (THF). Run at temperature 0 celsius, time 1 hour. The product is OC(CC)C1=CC=C(S1)C=1SC(=CC1)C=1SC=CC1 (5-(1-hydroxy-propyl)-2,2':5',2"-terthiophene). The yield is 70.0%. RXN SMILES: [CH:1]([C:3]1[S:7][C:6]([C:8]2[S:9][C:10]([C:13]3[S:14][CH:15]=[CH:16][CH:17]=3)=[CH:11][CH:12]=2)=[CH:5][CH:4]=1)=[O:2].O.[C:19](OCC)(=O)[CH3:20]>C1COCC1>[OH:2][CH:1]([C:3]1[S:7][C:6]([C:8]2[S:9][C:10]([C:13]3[S:14][CH:15]=[CH:16][CH:17]=3)=[CH:11][CH:12]=2)=[CH:5][CH:4]=1)[CH2:19][CH3:20]. Reported procedure: 3.5 g of 5-formyl-2,2':5',2"-terthiophene was dissolved in 200 ml of anhydrous THF under nitrogen stream. 7.9 ml of ethyl Grignard reagent was dropped in slowly under ice bath temperature and stirred at 0° C. for 1 hour. The reaction mixture was then heated to 70° C. in oil bath for 4 hours. The solution was monitored by thin layer chromatography to determine whether the reaction was completed. 50 ml of water and 300 ml of ethyl acetate were added and the ethyl acetate extract was purified by co... The reactants are O=C[C@H](O)[C@H](O)[C@H](O)CO (ribose), C1=CC(=CC(=C1)NC(=O)CC2=CC=C(C=C2)NC3=NC=NC4=C3N=CN4[C@H]5[C@@H]([C@@H]([C@H](O5)CO)O)O)CC(=O)NCCN (ADAC), O (water), C1=CC(=CC(=C1)NC(=O)CC2=CC=C(C=C2)NC3=NC=NC4=C3N=CN4[C@H]5[C@@H]([C@@H]([C@H](O5)CO)O)O)CC(=O)NCCN (ADAC), CC1(CC(CC(N1[O])(C)C)N=C=S)C (4-isothiocyanato-TEMPO), thiourea carbonyl. The solvent is CN(C)C=O (DMF). Product: CC1(CCCC(N1[O])(C)C)C.C1=CC(=CC(=C1)NC(=O)CC2=CC=C(C=C2)NC3=NC=NC4=C3N=CN4[C@H]5[C@@H]([C@@H]([C@H](O5)CO)O)O)CC(=O)NCCN (TEMPO ADAC). Reaction SMILES: [CH:1]1[CH:6]=[C:5]([NH:7][C:8]([CH2:10][C:11]2[CH:16]=[CH:15][C:14]([NH:17][C:18]3[C:23]4[N:24]=[CH:25][N:26]([C@@H:27]5[O:31][C@H:30]([CH2:32][OH:33])[C@@H:29]([OH:34])[C@H:28]5[OH:35])[C:22]=4[N:21]=[CH:20][N:19]=3)=[CH:13][CH:12]=2)=[O:9])[CH:4]=[C:3]([CH2:36][C:37]([NH:39][CH2:40][CH2:41][NH2:42])=[O:38])[CH:2]=1.[CH3:43][C:44]1([CH3:56])[N:49]([O:50])[C:48]([CH3:52])([CH3:51])[CH2:47][CH:46](N=C=S)[CH2:45]1.O.O=C[C@@H]([C@@H]([C@@H](CO)O)O)O>CN(C=O)C>[CH3:51][C:48]1([CH3:52])[N:49]([O:50])[C:44]([CH3:56])([CH3:43])[CH2:45][CH2:46][CH2:47]1.[CH:1]1[CH:6]=[C:5]([NH:7][C:8]([CH2:10][C:11]2[CH:12]=[CH:13][C:14]([NH:17][C:18]3[C:23]4[N:24]=[CH:25][N:26]([C@@H:27]5[O:31][C@H:30]([CH2:32][OH:33])[C@@H:29]([OH:34])[C@H:28]5[OH:35])[C:22]=4[N:21]=[CH:20][N:19]=3)=[CH:15][CH:16]=2)=[O:9])[CH:4]=[C:3]([CH2:36][C:37]([NH:39][CH2:40][CH2:41][NH2:42])=[O:38])[CH:2]=1 |f:5.6,^1:46,76|. Reported procedure: ADAC, 2 (11.8 mg, 20 umol), was suspended in 0.5 ml DMF and treated with 4-isothiocyanato-TEMPO (2,2,6,6,-tetramethyl-1-piperidinyloxy, free radical (7 mg, Aldrich). After 1 hour 1.5 ml water was added to the solution, and the precipitate was collected, washed with a minimum of MeOH and ether, and recrystallized from DMF/ether/petroleum ether, to give a product which was homogeneous by thin layer chromatography and gave proton NMR and ESR spectra consistent with the structure. Yield 8.3 mg (51%)...